Dataset: the Open Reaction Database (ORD), a public repository of structured organic reaction records. Task: describe an organic reaction: reactants, conditions, products, and yield Starting materials: ClCCl, ClC(Cl)Cl, O=C(CBr)c1ccc(Cl)cc1, c1c[nH]cn1. The product is O=C(Cc1ncc[nH]1)c1ccc(Cl)cc1. Reaction SMILES: [CH2:12]([Cl:13])[Cl:14].[CH:20]([Cl:21])([Cl:22])[Cl:23].[Cl:1][c:2]1[cH:3][cH:4][c:5]([C:6]([CH2:7][Br:8])=[O:9])[cH:10][cH:11]1.[nH:15]1[cH:16][n:17][cH:18][cH:19]1>>[Cl:1][c:2]1[cH:3][cH:4][c:5]([C:6]([CH2:7][c:16]2[nH:15][cH:19][cH:18][n:17]2)=[O:9])[cH:10][cH:11]1. Reactants: FC(C(=O)O)(F)F.FC(C(=O)O)(F)F.FC(C(=O)O)(F)F.ClC=1C=NC=2NC=3C=NC=C(CCC4=C(C=CC(NC1N2)=C4)NC(C[C@@H]4CNCCC4)=O)C3 (N-[6-chloro-2,4,8,18,22-pentaazatetracyclo[14.3.1.1(3,7).1(9,13)]docosa-1(20),3(22),4,6,9(21),10,12,16,18-nonaen-12-yl]-2-[(3R)-piperidin-3-yl]acetamide tris(trifluoroacetate)), C1(=CC=CC=C1)N=C=O (phenyl isocyanate). The product is FC(C(=O)O)(F)F.FC(C(=O)O)(F)F.ClC=1C=NC=2NC=3C=NC=C(CCC4=C(C=CC(NC1N2)=C4)NC(C[C@@H]4CN(CCC4)C(=O)NC4=CC=CC=C4)=O)C3 ((3R)-3-(2-{[6-Chloro-2,4,8,18,22-pentaazatetracyclo[14.3.1.1(3,7).1(9,13)]docosa-1(20),3(22),4,6,9(21),10,12,16,18-nonaen-12-yl]amino}-2-oxoethyl)-N-phenylpiperidine-1-carboxamide bis(trifluoroacetate)). Yield: 60.0%. RXN SMILES: [F:1][C:2]([F:7])([F:6])[C:3]([OH:5])=[O:4].[F:8][C:9]([F:14])([F:13])[C:10]([OH:12])=[O:11].FC(F)(F)C(O)=O.[Cl:22][C:23]1[CH:24]=[N:25][C:26]2[NH:27][C:28]3[CH:29]=[N:30][CH:31]=[C:32]([CH:54]=3)[CH2:33][CH2:34][C:35]3[CH:43]=[C:39]([NH:40][C:41]=1[N:42]=2)[CH:38]=[CH:37][C:36]=3[NH:44][C:45](=[O:53])[CH2:46][C@H:47]1[CH2:52][CH2:51][CH2:50][NH:49][CH2:48]1.[C:55]1([N:61]=[C:62]=[O:63])[CH:60]=[CH:59][CH:58]=[CH:57][CH:56]=1>>[F:1][C:2]([F:7])([F:6])[C:3]([OH:5])=[O:4].[F:8][C:9]([F:14])([F:13])[C:10]([OH:12])=[O:11].[Cl:22][C:23]1[CH:24]=[N:25][C:26]2[NH:27][C:28]3[CH:29]=[N:30][CH:31]=[C:32]([CH:54]=3)[CH2:33][CH2:34][C:35]3[CH:43]=[C:39]([NH:40][C:41]=1[N:42]=2)[CH:38]=[CH:37][C:36]=3[NH:44][C:45](=[O:53])[CH2:46][C@H:47]1[CH2:52][CH2:51][CH2:50][N:49]([C:62]([NH:61][C:55]2[CH:60]=[CH:59][CH:58]=[CH:57][CH:56]=2)=[O:63])[CH2:48]1 |f:0.1.2.3,5.6.7|. Reported procedure: The desired compound was prepared according to the procedure of Example D41 using N-[6-chloro-2,4,8,18,22-pentaazatetracyclo[14.3.1.1(3,7).1(9,13)]docosa-1(20),3(22),4,6,9(21),10,12,16,18-nonaen-12-yl]-2-[(3R)-piperidin-3-yl]acetamide tris(trifluoroacetate) and phenyl isocyanate as the starting materials in 60% yield. LCMS for C31H32ClN8O2 (M+H)+: m/z=583.1. Starting materials: CCN=C=NCCCN(C)C (EDCI), ClC=1C=C2C(=NC1)NC(=C2)C(=O)O (5-chloro-1H-pyrrolo[2,3-b]pyridine-2-carboxylic acid), Cl.C(C)(C)(C)OC([C@H](CC1=CC=C(C=C1)F)N)=O (2-(S)-amino-3-(4-fluorophenyl)propionic acid tert-butyl ester hydrochloride), C=1C=CC2=C(C1)N=NN2O (HOBt), CCN(C(C)C)C(C)C (DIPEA). Solvent: CN(C)C=O (DMF). Run at time 5 minute. The product is C(C)(C)(C)OC([C@H](CC1=CC=C(C=C1)F)NC(=O)C1=CC=2C(=NC=C(C2)Cl)N1)=O (2-(S)-[(5-Chloro-1H-pyrrolo[2,3-b]pyridine-2-carbonyl)amino]-3-(4-fluorophenyl)-propionic acid tert-butyl ester). As a reaction SMILES: [Cl:1][C:2]1[CH:3]=[C:4]2[CH:10]=[C:9]([C:11]([OH:13])=O)[NH:8][C:5]2=[N:6][CH:7]=1.Cl.[C:15]([O:19][C:20](=[O:31])[C@@H:21]([NH2:30])[CH2:22][C:23]1[CH:28]=[CH:27][C:26]([F:29])=[CH:25][CH:24]=1)([CH3:18])([CH3:17])[CH3:16].C1C=CC2N(O)N=NC=2C=1.CCN(C(C)C)C(C)C.CCN=C=NCCCN(C)C>CN(C=O)C>[C:15]([O:19][C:20](=[O:31])[C@@H:21]([NH:30][C:11]([C:9]1[NH:8][C:5]2=[N:6][CH:7]=[C:2]([Cl:1])[CH:3]=[C:4]2[CH:10]=1)=[O:13])[CH2:22][C:23]1[CH:24]=[CH:25][C:26]([F:29])=[CH:27][CH:28]=1)([CH3:18])([CH3:16])[CH3:17] |f:1.2|. Reported procedure: To a solution of 5-chloro-1H-pyrrolo[2,3-b]pyridine-2-carboxylic acid (Preparation 57, 500 mg, 2.54 mmol) in DMF (20 mL) was added 2-(S)-amino-3-(4-fluorophenyl)propionic acid tert-butyl ester hydrochloride (Preparation 114, 701 mg, 2.54 mmol), HOBt (344 mg, 2.54 mmol) and DIPEA (1.4 mL, 7.88 mmol). After 5 min, EDCI (634 mg, 3.31 mmol) was added and the reaction mixture stirred at rt for 72 h. The solvent was removed in vacuo and the solid partitioned between water (50 mL) and ethyl acetate (3×...